Dataset: the Open Reaction Database (ORD), a public repository of structured organic reaction records. Task: describe an organic reaction: reactants, conditions, products, and yield Reactants: C(C)OC(C(CCCCCCCCCCCC)OC1=CC(=CC=C1)NC(C(C(F)Cl)(F)F)=O)=O (2-[m-(3-chloro-2,2,3-trifluoropropionamido)-phenoxy]-myristic acid ethyl ester). Run in C(C)(=O)O (acetic acid), Br (hydrobromic acid), C(Cl)Cl (methylene chloride). Reaction conditions: temperature 100 celsius. The product is ClC(C(C(=O)NC=1C=C(OC(C(=O)O)CCCCCCCCCCCC)C=CC1)(F)F)F (2-[m-(3-chloro-2,2,3-trifluoro-propionamido)-phenoxy]-myristic acid). Reaction SMILES: C([O:3][C:4](=[O:34])[CH:5]([O:18][C:19]1[CH:24]=[CH:23][CH:22]=[C:21]([NH:25][C:26](=[O:33])[C:27]([F:32])([F:31])[CH:28]([Cl:30])[F:29])[CH:20]=1)[CH2:6][CH2:7][CH2:8][CH2:9][CH2:10][CH2:11][CH2:12][CH2:13][CH2:14][CH2:15][CH2:16][CH3:17])C>C(O)(=O)C.Br.C(Cl)Cl>[Cl:30][CH:28]([F:29])[C:27]([F:31])([F:32])[C:26]([NH:25][C:21]1[CH:20]=[C:19]([CH:24]=[CH:23][CH:22]=1)[O:18][CH:5]([CH2:6][CH2:7][CH2:8][CH2:9][CH2:10][CH2:11][CH2:12][CH2:13][CH2:14][CH2:15][CH2:16][CH3:17])[C:4]([OH:34])=[O:3])=[O:33]. Procedure details: An amount of 76.2 g (0.15 mol) of 2-[m-(3-chloro-2,2,3-trifluoropropionamido)-phenoxy]-myristic acid ethyl ester is dissolved in a mixture of 300 ml of acetic acid and 37.5 ml of 40% aqueous hydrobromic acid. The reaction mixture is heated for 15 min at 100° C., next poured out in 500 ml of methylene chloride, and finally extracted with methylene chloride. The extract is rinsed with water until neutral, dried over magnesium sulphate, and heated to remove any remaining solvent by evaporation. Starting materials: CC(C)=O, O=[N+]([O-])c1cnc(Cl)nc1Cl, ClCCl, CCOC(=O)C(F)(F)CNC(C)C, [K+], [K+], O=C([O-])[O-]. The product is CCOC(=O)C(F)(F)CN(c1nc(Cl)ncc1[N+](=O)[O-])C(C)C. As a reaction SMILES: [CH3:31][C:32](=[O:33])[CH3:34].[Cl:20][c:21]1[n:22][cH:23][c:24]([N+:28](=[O:29])[O-:30])[c:25]([Cl:27])[n:26]1.[Cl:35][CH2:36][Cl:37].[F:1][C:2]([C:3](=[O:4])[O:5][CH2:6][CH3:7])([CH2:8][NH:9][CH:10]([CH3:11])[CH3:12])[F:13].[K+:14].[K+:15].[O-:16][C:17]([O-:18])=[O:19]>>[F:1][C:2]([C:3](=[O:4])[O:5][CH2:6][CH3:7])([CH2:8][N:9]([CH:10]([CH3:11])[CH3:12])[c:25]1[c:24]([N+:28](=[O:29])[O-:30])[cH:23][n:22][c:21]([Cl:20])[n:26]1)[F:13]. Reactants: C1=NC2=C(N1[C@H]3[C@@H]([C@H]4[C@H](O3)COP(=O)(O4)O)O)NC(=NC2=O)N (cGMP). Solvent: Cl (HCl). Product: C1C2C(C(C(O2)N3C=NC4=C3NC(=NC4=O)N)O)OP(=O)(O1)O (CYCLIC GMP). As a reaction SMILES: [CH:1]1[N:5]([C@@H:6]2[O:10][C@@H:9]3[CH2:11][O:12][P:13]([OH:16])([O:15][C@H:8]3[C@H:7]2[OH:17])=[O:14])[C:4]2[NH:18][C:19]([NH2:23])=[N:20][C:21](=[O:22])[C:3]=2[N:2]=1>Cl>[CH2:11]1[O:12][P:13]([OH:16])(=[O:14])[O:15][CH:8]2[CH:7]([OH:17])[CH:6]([N:5]3[C:4]4[NH:18][C:19]([NH2:23])=[N:20][C:21](=[O:22])[C:3]=4[N:2]=[CH:1]3)[O:10][CH:9]12. Reported procedure: For cGMP determination 400 μL of HCl solution remaining after strips were removed and weighed were transferred into gama flow tubes and cyclic GMP was determined by radioimmunoassay. The reactants are NC1=C(C(=NC=N1)N[C@@H](C)C1=NN2C(C(N1C1=CC=CC=C1)=O)=C(C=C2)C)Br ((S)-2-(1-((6-amino-5-bromopyrimidin-4-yl)amino)ethyl)-5-methyl-3-phenylpyrrolo[2,1-f][1,2,4]triazin-4(3H)-one), FC1=CC=C(C=C1)CS(=O)(=O)NC1=CC(=CC(=C1)B1OC(C(O1)(C)C)(C)C)OC (1-(4-fluorophenyl)-N-(3-methoxy-5-(4,4,5,5-tetramethyl-1,3,2-dioxaborolan-2-yl)phenyl)methanesulfonamide), aqueous solution, C([O-])([O-])=O.[Cs+].[Cs+] (cesium carbonate). Run in O1CCOCC1 (dioxane), C(C)(=O)OCC (ethyl acetate). Run at temperature 100 celsius, time 18 hour. Yields the product NC1=NC=NC(=C1C=1C=C(C=C(C1)OC)NS(=O)(=O)CC1=CC=C(C=C1)F)N[C@@H](C)C1=NN2C(C(N1C1=CC=CC=C1)=O)=C(C=C2)C ((S)—N-(3-(4-Amino-6-((1-(5-methyl-4-oxo-3-phenyl-3,4-dihydropyrrolo[2,1-f][1,2,4]triazin-2-yl)ethyl)amino)pyrimidin-5-yl)-5-methoxyphenyl)-1-(4-fluorophenyl)methanesulfonamide). The yield is 87.7%. RXN SMILES: [NH2:1][C:2]1[N:7]=[CH:6][N:5]=[C:4]([NH:8][C@H:9]([C:11]2[N:16]([C:17]3[CH:22]=[CH:21][CH:20]=[CH:19][CH:18]=3)[C:15](=[O:23])[C:14]3=[C:24]([CH3:27])[CH:25]=[CH:26][N:13]3[N:12]=2)[CH3:10])[C:3]=1Br.[F:29][C:30]1[CH:35]=[CH:34][C:33]([CH2:36][S:37]([NH:40][C:41]2[CH:46]=[C:45](B3OC(C)(C)C(C)(C)O3)[CH:44]=[C:43]([O:56][CH3:57])[CH:42]=2)(=[O:39])=[O:38])=[CH:32][CH:31]=1.C(=O)([O-])[O-].[Cs+].[Cs+]>O1CCOCC1.C(OCC)(=O)C>[NH2:1][C:2]1[C:3]([C:45]2[CH:46]=[C:41]([NH:40][S:37]([CH2:36][C:33]3[CH:32]=[CH:31][C:30]([F:29])=[CH:35][CH:34]=3)(=[O:38])=[O:39])[CH:42]=[C:43]([O:56][CH3:57])[CH:44]=2)=[C:4]([NH:8][C@H:9]([C:11]2[N:16]([C:17]3[CH:22]=[CH:21][CH:20]=[CH:19][CH:18]=3)[C:15](=[O:23])[C:14]3=[C:24]([CH3:27])[CH:25]=[CH:26][N:13]3[N:12]=2)[CH3:10])[N:5]=[CH:6][N:7]=1 |f:2.3.4|. Reported procedure: To a solution of (S)-2-(1-((6-amino-5-bromopyrimidin-4-yl)amino)ethyl)-5-methyl-3-phenylpyrrolo[2,1-f][1,2,4]triazin-4(3H)-one (120 mg, 0.27 mmol) were added 1-(4-fluorophenyl)-N-(3-methoxy-5-(4,4,5,5-tetramethyl-1,3,2-dioxaborolan-2-yl)phenyl)methanesulfonamide (138 mg, 0.33 mmol), 1,1′-bis(diphenylphosphino)ferrocene-palladium(II)dichloride dichloromethane complex (22 mg, 0.03 mmol) and 273 μl of a 2M aqueous solution of cesium carbonate in dioxane (5 ml). The mixture was stirred under argon a... Reactants: O=C(Nc1ccc(Br)cc1)C1CN2CCC1CC2, [Na+], CN(C)C=O, [OH-], OCc1ccccc1B(O)O. Product: O=C(Nc1ccc(-c2ccccc2CO)cc1)C1CN2CCC1CC2. RXN SMILES: [Br:12][c:13]1[cH:14][cH:15][c:16]([NH:19][C:20](=[O:21])[CH:22]2[CH2:23][N:24]3[CH2:25][CH2:26][CH:27]2[CH2:28][CH2:29]3)[cH:17][cH:18]1.[Na+:31].[O:32]=[CH:33][N:34]([CH3:35])[CH3:36].[OH-:30].[OH:1][CH2:2][c:3]1[c:4]([B:9]([OH:10])[OH:11])[cH:5][cH:6][cH:7][cH:8]1>>[OH:1][CH2:2][c:3]1[c:4](-[c:13]2[cH:14][cH:15][c:16]([NH:19][C:20](=[O:21])[CH:22]3[CH2:23][N:24]4[CH2:25][CH2:26][CH:27]3[CH2:28][CH2:29]4)[cH:17][cH:18]2)[cH:5][cH:6][cH:7][cH:8]1. Reactants: CN(CCOC1=CC=C(C=C1)C1=C(C2=C(N=CN=C2NCC2SCCC2)O1)C1=CC=CC=C1)C ({6-[4-(2-Dimethylamino-ethoxy)-phenyl]-5-phenyl-furo[2,3-d]pyrimidin-4-yl}-(tetrahydro-thiophen-2-ylmethyl)-amine), FC(C(=O)[O-])(F)F.O=S1(C(CCC1)C[NH3+])=O ((1,1-Dioxotetrahydrothiophen-2-yl)methylammonium trifluoroacetate). Product: CN(CCOC1=CC=C(C=C1)C1=C(C2=C(N=CN=C2NCC2S(CCC2)(=O)=O)O1)C1=CC=CC=C1)C ({6-[4-(2-Dimethylamino-ethoxy)-phenyl]-5-phenyl-furo [2,3-d]pyrimidin-4-yl}-(1,1-dioxo-tetrahydro-1λ6-thiophen-2-ylmethyl)-amine). RXN SMILES: [CH3:1][N:2]([CH3:34])[CH2:3][CH2:4][O:5][C:6]1[CH:11]=[CH:10][C:9]([C:12]2[O:27][C:15]3[N:16]=[CH:17][N:18]=[C:19](NCC4CCCS4)[C:14]=3[C:13]=2[C:28]2[CH:33]=[CH:32][CH:31]=[CH:30][CH:29]=2)=[CH:8][CH:7]=1.FC(F)(F)C([O-])=O.[O:42]=[S:43]1(=[O:50])[CH2:47][CH2:46][CH2:45][CH:44]1[CH2:48][NH3+:49]>>[CH3:1][N:2]([CH3:34])[CH2:3][CH2:4][O:5][C:6]1[CH:7]=[CH:8][C:9]([C:12]2[O:27][C:15]3[N:16]=[CH:17][N:18]=[C:19]([NH:49][CH2:48][CH:44]4[CH2:45][CH2:46][CH2:47][S:43]4(=[O:50])=[O:42])[C:14]=3[C:13]=2[C:28]2[CH:33]=[CH:32][CH:31]=[CH:30][CH:29]=2)=[CH:10][CH:11]=1 |f:1.2|. Procedure details: Prepared by the method of 233 using (1,1-Dioxotetrahydrothiophen-2-yl)methylammonium trifluoroacetate (229). 1H NMR (D2O): 8.28 (1H, s); 7.62 (3H, br s); 7.52-7.40 (4H, m); 6.94 (2H, d, J=10 Hz); 4.42-4.34 (2H, m); 3.84 (1H, dd, J=12, 6 Hz); 3.72 (1H, dd, J=12, 8 Hz); 3.20-3.01 (2H, m); 3.54-3.43 (1H, m); 3.35-3.23 (1H, m); 3.15-3.09 (1H, m); 3.00 (6H, s); 2.48-2.35 (1H, m), 2.30-2.15 (2H, m) and 1.90-1.78 (1H, m). LC/MS: 507 (MH+). Product: C1(CCCC1)N1C(N(CC=2C1=NC(=NC2)NC(CO)CO)C2=C(C(=CC(=C2F)OC)OC)F)=O (1-Cyclopentyl-3-(2,6-difluoro-3,5-dimethoxy-phenyl)-7-(2-hydroxy-1-hydroxymethyl-ethylamino)-3,4-dihydro-1H-pyrimido[4,5-d]pyrimidin-2-one). The reactants are C1(CCCC1)N1C(N(CC=2C1=NC(=NC2)S(=O)C)C2=C(C(=CC(=C2F)OC)OC)F)=O (1-cyclopentyl-3-(2,6-difluoro-3,5-dimethoxy-phenyl)-7-methylsulfinyl-3,4-dihydro-1H-pyrimido[4,5-d]pyrimidin-2-one), NC(CO)CO (serinol). Isolated yield 71.4%. RXN SMILES: [CH:1]1([N:6]2[C:11]3=[N:12][C:13](S(C)=O)=[N:14][CH:15]=[C:10]3[CH2:9][N:8]([C:19]3[C:24]([F:25])=[C:23]([O:26][CH3:27])[CH:22]=[C:21]([O:28][CH3:29])[C:20]=3[F:30])[C:7]2=[O:31])[CH2:5][CH2:4][CH2:3][CH2:2]1.[NH2:32][CH:33]([CH2:36][OH:37])[CH2:34][OH:35]>>[CH:1]1([N:6]2[C:11]3=[N:12][C:13]([NH:32][CH:33]([CH2:36][OH:37])[CH2:34][OH:35])=[N:14][CH:15]=[C:10]3[CH2:9][N:8]([C:19]3[C:24]([F:25])=[C:23]([O:26][CH3:27])[CH:22]=[C:21]([O:28][CH3:29])[C:20]=3[F:30])[C:7]2=[O:31])[CH2:5][CH2:4][CH2:3][CH2:2]1. Procedure: 1-Cyclopentyl-3-(2,6-difluoro-3,5-dimethoxy-phenyl)-7-(2-hydroxy-1-hydroxymethyl-ethylamino)-3,4-dihydro-1H-pyrimido[4,5-d]pyrimidin-2-one was prepared as described in Example 5 using 0.50 g (1.11 mmol) of 1-cyclopentyl-3-(2,6-difluoro-3,5-dimethoxy-phenyl)-7-methylsulfinyl-3,4-dihydro-1H-pyrimido[4,5-d]pyrimidin-2-one and 0.30 g (3.32 mmol) of serinol. The crude product was purified using medium-pressure chromatography eluting with 20:1 dichloromethane/methanol to give 0.38 g (72%) of the title...